This data is from the Open Reaction Database (ORD), a public repository of structured organic reaction records. The task is: describe an organic reaction: reactants, conditions, products, and yield Reactants: C(C)N(CC)CCC[Li] (diethylaminopropyllithium), [Cl-].C[Ga+]C (dimethylgallium chloride). Run in CCCCC (pentane), CCCCC (pentane). Run at time 24 hour. Yields the product C(C)N(CC)CCC[Ga](C)C (Diethylaminopropyl(dimethyl)gallium). Reaction SMILES: [CH2:1]([N:3]([CH2:6][CH2:7][CH2:8][Li])[CH2:4][CH3:5])[CH3:2].[Cl-].[CH3:11][Ga+:12][CH3:13]>CCCCC>[CH2:1]([N:3]([CH2:6][CH2:7][CH2:8][Ga:12]([CH3:13])[CH3:11])[CH2:4][CH3:5])[CH3:2] |f:1.2|. Procedure details: 3.6 g (30 mmol) of diethylaminopropyllithium dissolved in 100 ml of pentane are added to a solution of 4 g (30 mmol) of dimethylgallium chloride in 50 ml of pentane at -78°. The solution is allowed to come to room temperature and is stirred for a further 24 hours. The working up is carried out analogously to Example 1. Instead of the distillation, a sublimitation is carried out. Diethylaminopropyl(dimethyl)gallium with an M.p. of 43°-45° is obtained.